This data is from the Open Reaction Database (ORD), a public repository of structured organic reaction records. The task is: describe an organic reaction: reactants, conditions, products, and yield The reactants are CCOC(=O)CCc1cn(Cc2ccc(OCc3nc(-c4ccccc4)oc3C)cc2)nc1OCC, CCO, Cl, [Na+], C1CCOC1, [OH-]. Product: CCOc1nn(Cc2ccc(OCc3nc(-c4ccccc4)oc3C)cc2)cc1CCC(=O)O. RXN SMILES: [CH2:1]([CH3:2])[O:3][c:4]1[n:5][n:6]([CH2:16][c:17]2[cH:18][cH:19][c:20]([O:23][CH2:24][c:25]3[n:26][c:27](-[c:31]4[cH:32][cH:33][cH:34][cH:35][cH:36]4)[o:28][c:29]3[CH3:30])[cH:21][cH:22]2)[cH:7][c:8]1[CH2:9][CH2:10][C:11](=[O:12])[O:13][CH2:14][CH3:15].[CH3:44][CH2:45][OH:46].[ClH:47].[Na+:38].[O:39]1[CH2:40][CH2:41][CH2:42][CH2:43]1.[OH-:37]>>[CH2:1]([CH3:2])[O:3][c:4]1[n:5][n:6]([CH2:16][c:17]2[cH:18][cH:19][c:20]([O:23][CH2:24][c:25]3[n:26][c:27](-[c:31]4[cH:32][cH:33][cH:34][cH:35][cH:36]4)[o:28][c:29]3[CH3:30])[cH:21][cH:22]2)[cH:7][c:8]1[CH2:9][CH2:10][C:11](=[O:12])[OH:13].